The task is: describe an organic reaction: reactants, conditions, products, and yield. This data is from the Open Reaction Database (ORD), a public repository of structured organic reaction records. Starting materials: Cn1ccnc1, COc1cc2c(cc1[N+](=O)[O-])OC(C)(C)C=C2, CC#N, O=[IH2]c1ccccc1, [Mn], [Na+], [Na+], O=S([O-])([O-])=S. Yields the product COc1cc2c(cc1[N+](=O)[O-])OC(C)(C)C1OC21. As a reaction SMILES: [CH3:18][n:19]1[cH:20][cH:21][n:22][cH:23]1.[CH3:1][O:2][c:3]1[c:4]([N+:15](=[O:16])[O-:17])[cH:5][c:6]2[c:7]([cH:14]1)[CH:8]=[CH:9][C:10]([CH3:12])([CH3:13])[O:11]2.[CH3:40][C:41]#[N:42].[IH2:24](=[O:25])[c:26]1[cH:27][cH:28][cH:29][cH:30][cH:31]1.[Mn:39].[Na+:37].[Na+:38].[S:32]([O-:33])([O-:34])(=[O:35])=[S:36]>>[CH3:1][O:2][c:3]1[c:4]([N+:15](=[O:16])[O-:17])[cH:5][c:6]2[c:7]([cH:14]1)[CH:8]1[CH:9]([C:10]([CH3:12])([CH3:13])[O:11]2)[O:25]1. The reactants are ClC1=C(C(N(C2=CC=CC=C12)CCCOC1=CC2=C(N(C(C(C(N2C)=O)(C)C)=O)CC)C=C1)=O)C1=CC=CC=C1 (7-[3-(4-chloro-2-oxo-3-phenyl-2H-quinoline-1-yl)propoxy]-1-ethyl-3,3,5-trimethyl-1,5-dihydrobenzo[b][1,4]diazepine-2,4-dione). The reagents and catalysts are [Pd] (Palladium on carbon). Run in C(C)O.C(C)(=O)OCC (ethanol ethyl acetate). Conditions: time 6 hour. Product: C(C)N1C2=C(N(C(C(C1=O)(C)C)=O)C)C=C(C=C2)OCCCN2C(C(CC1=CC=CC=C21)C2=CC=CC=C2)=O (1-ethyl-3,3,5-trimethyl-7-[3-(2-oxo-3-phenyl-3,4-dihydro-2H-quinolin-1-yl)propoxy]-1,5-dihydrobenzo[b][1,4]diazepine-2,4-dione). The yield is 55.9%. RXN SMILES: Cl[C:2]1[C:11]2[C:6](=[CH:7][CH:8]=[CH:9][CH:10]=2)[N:5]([CH2:12][CH2:13][CH2:14][O:15][C:16]2[CH:33]=[CH:32][C:19]3[N:20]([CH2:30][CH3:31])[C:21](=[O:29])[C:22]([CH3:28])([CH3:27])[C:23](=[O:26])[N:24]([CH3:25])[C:18]=3[CH:17]=2)[C:4](=[O:34])[C:3]=1[C:35]1[CH:40]=[CH:39][CH:38]=[CH:37][CH:36]=1>[Pd].C(O)C.C(OCC)(=O)C>[CH2:30]([N:20]1[C:21](=[O:29])[C:22]([CH3:28])([CH3:27])[C:23](=[O:26])[N:24]([CH3:25])[C:18]2[CH:17]=[C:16]([O:15][CH2:14][CH2:13][CH2:12][N:5]3[C:6]4[C:11](=[CH:10][CH:9]=[CH:8][CH:7]=4)[CH2:2][CH:3]([C:35]4[CH:36]=[CH:37][CH:38]=[CH:39][CH:40]=4)[C:4]3=[O:34])[CH:33]=[CH:32][C:19]1=2)[CH3:31] |f:2.3|. Procedure: 10% Palladium on carbon(20 mg) was added to an ethanol/ethyl acetate solution (1:1, 4 ml) of 7-[3-(4-chloro-2-oxo-3-phenyl-2H-quinoline-1-yl)propoxy]-1-ethyl-3,3,5-trimethyl-1,5-dihydrobenzo[b][1,4]diazepine-2,4-dione(0.19 g). The mixture was subjected to catalytic reduction at 50° C. under normal pressure for 6 hours. The reaction mixture was subjected to celite filtration to remove the catalyst. The filtrate was condensed under reduced pressure. The residue was purified by silica gel column ch... Reactants: [Li]CCCC, C1CCOC1, Cc1nc2cc(-c3ccccc3)ccc2o1, CC(C)NC(C)C, COc1ccc(F)cc1C(C)(C)CC(=O)C(F)(F)F. Yields the product COc1ccc(F)cc1C(C)(C)CC(O)(Cc1nc2cc(-c3ccccc3)ccc2o1)C(F)(F)F. Reaction SMILES: [CH2:1]([Li:2])[CH2:3][CH2:4][CH3:5].[CH2:48]1[O:49][CH2:50][CH2:51][CH2:52]1.[CH3:13][c:14]1[o:15][c:16]2[c:17]([n:18]1)[cH:19][c:20](-[c:23]1[cH:24][cH:25][cH:26][cH:27][cH:28]1)[cH:21][cH:22]2.[CH:6]([NH:7][CH:8]([CH3:9])[CH3:10])([CH3:11])[CH3:12].[F:29][C:30]([C:31]([CH2:32][C:33]([CH3:34])([CH3:35])[c:36]1[c:37]([O:43][CH3:44])[cH:38][cH:39][c:40]([F:42])[cH:41]1)=[O:45])([F:46])[F:47]>>[CH2:13]([c:14]1[o:15][c:16]2[c:17]([n:18]1)[cH:19][c:20](-[c:23]1[cH:24][cH:25][cH:26][cH:27][cH:28]1)[cH:21][cH:22]2)[C:31]([C:30]([F:29])([F:46])[F:47])([CH2:32][C:33]([CH3:34])([CH3:35])[c:36]1[c:37]([O:43][CH3:44])[cH:38][cH:39][c:40]([F:42])[cH:41]1)[OH:45].